describe an organic reaction: reactants, conditions, products, and yield From a dataset of the Open Reaction Database (ORD), a public repository of structured organic reaction records. Reactants: ClC1=CC=C(CNC(=O)C=2C=NC3=C(C=C(C=C3C2O)I)F)C=C1 (N-(4-Chlorobenzyl)-8-fluoro-4-hydroxy-6-iodo-3-quinolinecarboxamide), [H-].[Na+] (sodium hydride), [Cl-].[NH4+] (ammonium chloride), [H-].[Na+] (sodium hydride), CO (methanol). Run in CN(C)C=O (DMF). Run at temperature 135 celsius. The product is ClC1=CC=C(CNC(=O)C=2C=NC3=C(C=C(C=C3C2O)I)OC)C=C1 (N-(4-Chlorobenzyl)-4-hydroxy-6-iodo-8-methoxy-3-quinolinecarboxamide). The yield is 56.0%. Reaction SMILES: [Cl:1][C:2]1[CH:24]=[CH:23][C:5]([CH2:6][NH:7][C:8]([C:10]2[CH:11]=[N:12][C:13]3[C:18]([C:19]=2[OH:20])=[CH:17][C:16]([I:21])=[CH:15][C:14]=3F)=[O:9])=[CH:4][CH:3]=1.[H-].[Na+].[CH3:27][OH:28].[Cl-].[NH4+]>CN(C=O)C>[Cl:1][C:2]1[CH:24]=[CH:23][C:5]([CH2:6][NH:7][C:8]([C:10]2[CH:11]=[N:12][C:13]3[C:18]([C:19]=2[OH:20])=[CH:17][C:16]([I:21])=[CH:15][C:14]=3[O:28][CH3:27])=[O:9])=[CH:4][CH:3]=1 |f:1.2,4.5|. Reported procedure: N-(4-Chlorobenzyl)-8-fluoro-4-hydroxy-6-iodo-3-quinolinecarboxamide (2.95 g) from Preparation No. 1 and sodium hydride (60% dispersion, 520 mg) is suspended in DMF (60 mL) and to the mixture is added methanol (288 μL). After being heated for 1 h at 135° C., additional sodium hydride (200 mg) is added, and the mixture is heated for an additional 1 h. The reaction mixture is allowed to cool to rt and then is poured into saturated aqueous ammonium chloride (200 mL). The resulting precipitate is fil...